describe an organic reaction: reactants, conditions, products, and yield From a dataset of the Open Reaction Database (ORD), a public repository of structured organic reaction records. Starting materials: CS(=O)(=O)OC=1C=CC2=C(SC(=C2C(C2=CC=C(C=C2)OCCCl)=O)C2=CC=C(C=C2)OS(=O)(=O)C)C1 (6-methanesulfonyloxy-2-(4-methanesulfonyloxyphenyl)-3-[4-(2-chloroethoxy)-benzoyl]benzo[b]thiophene), N1CCCCC1 (piperidine), [I-].[K+] (potassium iodide). Solvent: CN(C=O)C (dimethylformamide). Reaction conditions: time 2 hour. The product is Cl.CS(=O)(=O)OC=1C=CC2=C(SC(=C2C(C2=CC=C(C=C2)OCCN2CCCCC2)=O)C2=CC=C(C=C2)OS(=O)(=O)C)C1 (6-methanesulfonyloxy-2-(4-methanesulfonyloxyphenyl)-3-[4-(2-piperidinoethoxy)benzoyl]benzo[b]thiophene, hydrochloride). Reaction SMILES: [CH3:1][S:2]([O:5][C:6]1[CH:7]=[CH:8][C:9]2[C:13]([C:14](=[O:25])[C:15]3[CH:20]=[CH:19][C:18]([O:21][CH2:22][CH2:23][Cl:24])=[CH:17][CH:16]=3)=[C:12]([C:26]3[CH:31]=[CH:30][C:29]([O:32][S:33]([CH3:36])(=[O:35])=[O:34])=[CH:28][CH:27]=3)[S:11][C:10]=2[CH:37]=1)(=[O:4])=[O:3].[NH:38]1[CH2:43][CH2:42][CH2:41][CH2:40][CH2:39]1.[I-].[K+]>CN(C)C=O>[ClH:24].[CH3:1][S:2]([O:5][C:6]1[CH:7]=[CH:8][C:9]2[C:13]([C:14](=[O:25])[C:15]3[CH:20]=[CH:19][C:18]([O:21][CH2:22][CH2:23][N:38]4[CH2:43][CH2:42][CH2:41][CH2:40][CH2:39]4)=[CH:17][CH:16]=3)=[C:12]([C:26]3[CH:31]=[CH:30][C:29]([O:32][S:33]([CH3:36])(=[O:35])=[O:34])=[CH:28][CH:27]=3)[S:11][C:10]=2[CH:37]=1)(=[O:4])=[O:3] |f:2.3,5.6|. Procedure: An 0.58 g. portion of 6-methanesulfonyloxy-2-(4-methanesulfonyloxyphenyl)-3-[4-(2-chloroethoxy)-benzoyl]benzo[b]thiophene was combined with 20 ml. of dimethylformamide, 4.8 ml. of piperidine and 100 mg. of potassium iodide, and the mixture was stirred overnight at 40° C. and then at 50° C. for two hours. The mixture was evaporated to a brown oil under vacuum, and the oil was worked up by pouring it into 50 ml. of saturated aqueous sodium bicarbonate and extracting the mixture twice with 40 ml. p...